Dataset: the Open Reaction Database (ORD), a public repository of structured organic reaction records. Task: describe an organic reaction: reactants, conditions, products, and yield Reactants: ClC1=C(C(=O)O)C=C(C=C1)N1CC(CC1)NC(=O)OC(C)(C)C ((+/−)-2-chloro-5-[3-[[(1,1-dimethylethoxy)carbonyl]amino]-1-pyrrolidinyl]-benzoic acid), C(C)(C)N(C(C)C)CC (N,N-diisopropylethylamine), Cl (hydrochloric acid), C(=O)(N1C=NC=C1)N1C=NC=C1 (1,1′-carbonyldiimidazole), Cl.C12(CC3CC(CC(C1)C3)C2)CCN (tricyclo[3.3.1.13,7]decane-1-ethanamine, hydrochloride salt). Solvent: CN(C=O)C (dimethylformamide), O1CCOCC1 (dioxane), CO (methanol). Product: Cl.NC1CN(CC1)C=1C=CC(=C(C(=O)NCCC23CC4CC(CC(C2)C4)C3)C1)Cl ((+/−)-5-(3-Amino-1-pyrrolidinyl)-2-chloro-N-(2-tricyclo[3.3.1.13,7]dec-1-ylethyl)-benzamide, hydrochloride salt). Isolated yield 43.2%. As a reaction SMILES: [Cl:1][C:2]1[CH:10]=[CH:9][C:8]([N:11]2[CH2:15][CH2:14][CH:13]([NH:16]C(OC(C)(C)C)=O)[CH2:12]2)=[CH:7][C:3]=1[C:4]([OH:6])=O.C(N1C=CN=C1)(N1C=CN=C1)=O.Cl.[C:37]12([CH2:47][CH2:48][NH2:49])[CH2:46][CH:41]3[CH2:42][CH:43]([CH2:45][CH:39]([CH2:40]3)[CH2:38]1)[CH2:44]2.C(N(CC)C(C)C)(C)C.Cl>O1CCOCC1.CO.CN(C)C=O>[ClH:1].[NH2:16][CH:13]1[CH2:14][CH2:15][N:11]([C:8]2[CH:9]=[CH:10][C:2]([Cl:1])=[C:3]([CH:7]=2)[C:4]([NH:49][CH2:48][CH2:47][C:37]23[CH2:46][CH:41]4[CH2:42][CH:43]([CH2:45][CH:39]([CH2:40]4)[CH2:38]2)[CH2:44]3)=[O:6])[CH2:12]1 |f:2.3,9.10|. Reported procedure: Prepared as described in example 74 above using (+/−)-2-chloro-5-[3-[[(1,1-dimethylethoxy)carbonyl]amino]-1-pyrrolidinyl]-benzoic acid (0.090 g), 1,1′-carbonyldiimidazole (0.043 g), tricyclo[3.3.1.13,7]decane-1-ethanamine, hydrochloride salt (0.057 g), N,N-diisopropylethylamine (0.046 ml) and dimethylformamide (3 ml). This compound was treated with 4N hydrochloric acid in dioxane (0.5 ml) and methanol (5 ml) to yield the title compound (0.025 g). The reactants are [C@H]12[C@@H](C[C@H](CC1)C2)N2CCC(CC2)C2=C(C=CC=C2)OC (1-((1S,2R,4R)-bicyclo[2.2.1]heptan-2-yl)-4-(2-methoxyphenyl)piperidine), Br (HBr). The solvent is C(C)(=O)O (acetic acid). Product: [C@H]12[C@@H](C[C@H](CC1)C2)N2CCC(CC2)C2=C(C=CC=C2)O (2-(1-((1S,2R,4R)-bicyclo[2.2.1]heptan-2-yl)piperidin-4-yl)phenol). Reaction SMILES: [C@@H:1]12[CH2:7][C@@H:4]([CH2:5][CH2:6]1)[CH2:3][C@H:2]2[N:8]1[CH2:13][CH2:12][CH:11]([C:14]2[CH:19]=[CH:18][CH:17]=[CH:16][C:15]=2[O:20]C)[CH2:10][CH2:9]1.Br>C(O)(=O)C>[C@@H:1]12[CH2:7][C@@H:4]([CH2:5][CH2:6]1)[CH2:3][C@H:2]2[N:8]1[CH2:9][CH2:10][CH:11]([C:14]2[CH:19]=[CH:18][CH:17]=[CH:16][C:15]=2[OH:20])[CH2:12][CH2:13]1. Reported procedure: 1-((1S,2R,4R)-bicyclo[2.2.1]heptan-2-yl)-4-(2-methoxyphenyl)piperidine (compound no. 397) (2.000 g, 6.21 mmol) was dissolved in acetic acid (33 mL) and treated with aq. HBr 48% (33 mL). After refluxing for 4 h the solvent was evaporated under reduced pressure, and the residue was azeotroped with dichloromethane (3×30 mL) to eliminate most of the acetic acid. Diethyl ether (100 mL) was added to the residue, and the mixture was shaken with saturated K2CO3 (100 mL) until most solids disappeared. Th... Reactants: FC(S(=O)(=O)O)(F)F (trifluoromethanesulfonic acid), COC1=CC=2C(=NC=CC2)C(C2=C1C=C(C=C2)Cl)(O)C2CCN(CC2)C (6-methoxy-8-chloro-11-(1-methyl-4-piperidinyl)-11H-benzo[5,6]cyclohepta[1,2-b]pyridin-11-ol), [OH-].[Na+] (sodium hydroxide). Run in S(O)(O)(=O)=O (sulfuric acid). Product: ClC=1C=CC2=C(C(CC=3C(=NC=CC3)C2=C2CCN(CC2)C)=O)C1 (8-chloro-5,11-dihydro-11-(1-methyl-4-piperidinylidene)-6H-benzo[5,6]cyclohepta-[1,2-b]pyridin-6-one). Isolated yield 77.2%. As a reaction SMILES: C[O:2][C:3]1[C:13]2[CH:14]=[C:15]([Cl:18])[CH:16]=[CH:17][C:12]=2[C:11]([CH:20]2[CH2:25][CH2:24][N:23]([CH3:26])[CH2:22][CH2:21]2)(O)[C:6]2=[N:7][CH:8]=[CH:9][CH:10]=[C:5]2[CH:4]=1.FC(F)(F)S(O)(=O)=O.[OH-].[Na+]>S(=O)(=O)(O)O>[Cl:18][C:15]1[CH:16]=[CH:17][C:12]2[C:11](=[C:20]3[CH2:21][CH2:22][N:23]([CH3:26])[CH2:24][CH2:25]3)[C:6]3=[N:7][CH:8]=[CH:9][CH:10]=[C:5]3[CH2:4][C:3](=[O:2])[C:13]=2[CH:14]=1 |f:2.3|. Procedure: A mixture of 2.00 g (5.39 mmol) of 6-methoxy-8-chloro-11-(1-methyl-4-piperidinyl)-11H-benzo[5,6]cyclohepta[1,2-b]pyridin-11-ol in 87% aqueous sulfuric acid was stirred at room temperature and under an argon atmosphere. After 30 min 30 mL of trifluoromethanesulfonic acid was added and the mixture was heated to 115° C. One hour later the mixture was cooled to room temperature, poured onto ice, basified with 5% aqueous sodium hydroxide and extracted with methylene chloride (2×). The combined organi... The reactants are Cc1ncc[nH]1, O=S(=O)(O)Cl, [Na+], [Na+], O=C([O-])[O-], O=S(Cl)Cl. The product is Cc1nc(S(=O)(=O)Cl)c[nH]1. As a reaction SMILES: [CH3:6][c:7]1[nH:8][cH:9][cH:10][n:11]1.[Cl:1][S:2](=[O:3])(=[O:4])[OH:5].[Na+:12].[Na+:13].[O-:14][C:15](=[O:16])[O-:17].[S:18]([Cl:19])([Cl:20])=[O:21]>>[Cl:1][S:2](=[O:3])(=[O:5])[c:10]1[cH:9][nH:8][c:7]([CH3:6])[n:11]1. The reactants are Cc1ccc(S(=O)(=O)OCC2OC(OCc3ccccc3)C(NC(=O)OCc3ccccc3)C(O)C2O)cc1, CS(C)=O, [N-]=[N+]=[N-], [Na+]. Yields the product [N-]=[N+]=NCC1OC(OCc2ccccc2)C(NC(=O)OCc2ccccc2)C(O)C1O. As a reaction SMILES: [CH2:1]([c:2]1[cH:3][cH:4][cH:5][cH:6][cH:7]1)[O:8][C:9](=[O:10])[NH:11][CH:12]1[CH:13]([O:14][CH2:15][c:16]2[cH:17][cH:18][cH:19][cH:20][cH:21]2)[O:22][CH:23]([CH2:28][O:29][S:30]([c:31]2[cH:32][cH:33][c:34]([CH3:35])[cH:36][cH:37]2)(=[O:38])=[O:39])[CH:24]([OH:27])[CH:25]1[OH:26].[CH3:44][S:45](=[O:46])[CH3:47].[N-:41]=[N+:42]=[N-:43].[Na+:40]>>[CH2:1]([c:2]1[cH:3][cH:4][cH:5][cH:6][cH:7]1)[O:8][C:9](=[O:10])[NH:11][CH:12]1[CH:13]([O:14][CH2:15][c:16]2[cH:17][cH:18][cH:19][cH:20][cH:21]2)[O:22][CH:23]([CH2:28][N:41]=[N+:42]=[N-:43])[CH:24]([OH:27])[CH:25]1[OH:26]. The reactants are ClC1=CC=C2C=CNC2=C1 (6-Chloroindole), C1CCOC1 (THF), [OH-].[Na+] (NaOH), C(=O)(C(F)(F)F)O (TFA). Run in B (borane). Reaction conditions: time 30 minute. Yields the product ClC1=CC=C2CCNC2=C1 (6-Chloro-2,3-dihydro-1H-indole). The yield is 85.2%. As a reaction SMILES: [Cl:1][C:2]1[CH:10]=[C:9]2[C:5]([CH:6]=[CH:7][NH:8]2)=[CH:4][CH:3]=1.C1COCC1.C(O)(C(F)(F)F)=O.[OH-].[Na+]>B>[Cl:1][C:2]1[CH:10]=[C:9]2[C:5]([CH2:6][CH2:7][NH:8]2)=[CH:4][CH:3]=1 |f:3.4|. Reported procedure: 6-Chloroindole (1.0 g, 6.6 mmol) was dissolved in a solution of borane in THF (1 M, 9.83 mmol) at 0° C. and stirred for 30 min. TFA (9.83 mL) was added dropwise and the solution stirred at 0° C. for 30 min. 6 M aqueous NaOH was added until the solution was basic (pH 11). The aqueous solution was extracted with DCM (3×25 mL), dried over sodium sulfate, filtered and concentrated to give the title compound (864 mg, 86%) as a yellow oil. 1H NMR (Me-d3-OD): 6.99 (1H, d), 6.64-6.55 (2H, m), 3.50 (2H, ... Starting materials: Stannous chloride dihydrate, [N+](=O)([O-])C=1C=C(C=CC1)N1N=C(C=2C(CC(CC12)(C)C)=O)C (1-(3-nitrophenyl)-3,6,6-trimethyl-4-oxo-4,5,6,7-tetrahydroindazole), C([O-])(O)=O.[Na+] (sodium bicarbonate). The solvent is C(C)O (ethanol). Reaction conditions: temperature 70 celsius. The product is NC=1C=C(C=CC1)N1N=C(C=2C(CC(CC12)(C)C)=O)C (1-(3-Aminophenyl)-3,6,6-trimethyl-4-oxo-4,5,6,7-tetrahydroindazole). Isolated yield 55.2%. As a reaction SMILES: [N+:1]([C:4]1[CH:5]=[C:6]([N:10]2[C:18]3[CH2:17][C:16]([CH3:20])([CH3:19])[CH2:15][C:14](=[O:21])[C:13]=3[C:12]([CH3:22])=[N:11]2)[CH:7]=[CH:8][CH:9]=1)([O-])=O.C(=O)(O)[O-].[Na+]>C(O)C>[NH2:1][C:4]1[CH:5]=[C:6]([N:10]2[C:18]3[CH2:17][C:16]([CH3:19])([CH3:20])[CH2:15][C:14](=[O:21])[C:13]=3[C:12]([CH3:22])=[N:11]2)[CH:7]=[CH:8][CH:9]=1 |f:1.2|. Procedure details: Stannous chloride dihydrate (0.94 g, 4.2 mmol) was added to a solution of 1-(3-nitrophenyl)-3,6,6-trimethyl-4-oxo-4,5,6,7-tetrahydroindazole (0.25 g, 0.84 mmol), prepared as described in example 3, in ethanol (5 ml). The reaction mixture was heated at 70° C. for about 1 hour, cooled to room temperature, poured onto ice, neutralized with 5% sodium bicarbonate and extracted with dichloromethane. The combined organic layers were washed with brine, dried over sodium sulfate and evaporated. The resid... The reactants are [N+](=O)([O-])C1=C(OC(C2=CC=CC=C2)C2CN(C(CO2)=O)C)C=CC=C1 (2-[α-(2-nitro-phenoxy)-benzyl]-4-methyl-morpholin-5-one), molar solution, Cl (HCl), CO (MeOH). The solvent is C1CCOC1 (THF), C1CCOC1 (THF). Reaction conditions: time 1 hour. The product is [N+](=O)([O-])C1=C(OC(C2=CC=CC=C2)C2C(NCCO2)C)C=CC=C1 (2-[α-(2-nitro-phenoxy)-benzyl]-3-methyl-morpholine). RXN SMILES: [N+:1]([C:4]1[CH:25]=[CH:24][CH:23]=[CH:22][C:5]=1[O:6][CH:7]([CH:14]1[O:19][CH2:18][C:17](=O)[N:16](C)[CH2:15]1)[C:8]1[CH:13]=[CH:12][CH:11]=[CH:10][CH:9]=1)([O-:3])=[O:2].[CH3:26]O.Cl>C1COCC1>[N+:1]([C:4]1[CH:25]=[CH:24][CH:23]=[CH:22][C:5]=1[O:6][CH:7]([CH:14]1[O:19][CH2:18][CH2:17][NH:16][CH:15]1[CH3:26])[C:8]1[CH:13]=[CH:12][CH:11]=[CH:10][CH:9]=1)([O-:3])=[O:2]. Reported procedure: Into a solution of 12.3 g of 2-[α-(2-nitro-phenoxy)-benzyl]-4-methyl-morpholin-5-one in 350 ml of anhydrous THF there was slowly added dropwise 77 ml of a molar solution of BH3 in THF. After the addition, the mixture was refluxed for 6 hours. The excess of BH3 was eliminated with MeOH at room temperature, and dropwise addition was then made to the reaction mixture of 50 ml of 23% HCl and stirring carried out for 1 hour at 60° C. The whole was concentrated to a small volume and the residue dilute... Yields the product B(F)(F)F.CCOCC (boron trifluoride etherate), CS(=O)(=O)O (methanesulfonic acid), B.O1CCCC1 (borane tetrahydrofuran), compound VII. As a reaction SMILES: [B:1]([F:4])([F:3])[F:2].[CH3:5][CH2:6][O:7][CH2:8][CH3:9].[Cl-].[Al+3].[Cl-].[Cl-].[CH3:14][S:15]([OH:18])(=[O:17])=[O:16].FC(F)(F)C(O)=O.[BH4-:26].[Na+]>C1COCC1>[B:1]([F:4])([F:3])[F:2].[CH3:5][CH2:6][O:7][CH2:8][CH3:9].[CH3:14][S:15]([OH:18])(=[O:17])=[O:16].[BH3:26].[O:7]1[CH2:8][CH2:9][CH2:5][CH2:6]1 |f:0.1,2.3.4.5,8.9,11.12,14.15|. Procedure details: Step E comprises reduction of the amide carbonyl of compound VI by slowly adding a Lewis acid such as boron trifluoride etherate or aluminum chloride or an anhydrous strong acid such as methanesulfonic acid or trifluoroacetic acid to a stirred slurry of VI and sodium borohydride in dry THF at about -5° C. to about +5° C. followed by stirring about 4 to 6 hours at about -5° to +5° C. followed by 12 to 18 hours at about 25°-40° C. On completion, the reaction mixture is slowly added to cooled dilut... Conditions: time 5 hour. Run in C1CCOC1 (THF), C1CCOC1 (THF). Reactants: VI, amide carbonyl, compound VI, [BH4-].[Na+] (sodium borohydride), CS(=O)(=O)O (methanesulfonic acid), [BH4-].[Na+] (sodium borohydride), FC(C(=O)O)(F)F (trifluoroacetic acid), B(F)(F)F.CCOCC (boron trifluoride etherate), [Cl-].[Al+3].[Cl-].[Cl-] (aluminum chloride).